Dataset: the Open Reaction Database (ORD), a public repository of structured organic reaction records. Task: describe an organic reaction: reactants, conditions, products, and yield The reactants are resultant mixture, ClC1=C(C(C)O)C(=CC=C1)F (2-chloro-6-fluoro-alpha-methylbenzyl alcohol), ClC1=C(C(C)O)C(=CC=C1)F (2-chloro-6-fluoro-alpha-methylbenzyl alcohol), S(=O)(Cl)Cl (thionyl chloride). Solvent: C(Cl)(Cl)Cl (chloroform). Product: ClC1=C(C(C)Cl)C(=CC=C1)F (2-chloro-6-fluoro-alpha-methylbenzyl chloride). The yield is 92.6%. Reaction SMILES: [Cl:1][C:2]1[CH:10]=[CH:9][CH:8]=[C:7]([F:11])[C:3]=1[CH:4](O)[CH3:5].S(Cl)([Cl:14])=O>C(Cl)(Cl)Cl>[Cl:1][C:2]1[CH:10]=[CH:9][CH:8]=[C:7]([F:11])[C:3]=1[CH:4]([Cl:14])[CH3:5]. Procedure: 2-chloro-6-fluoro-alpha-methylbenzyl alcohol of (B) (45.1 g, 0.26 mol) is dissolved in chloroform (70 ml), and thionyl chloride (61.5 g, 0.52 mol) is added over a period of 30 minutes. The resultant mixture is refluxed for 16 hours. Excess thionyl chloroform are then removed on a rotary evaporator, resulting in pure title product (46.2 g, 92.6%). The reactants are O=C([O-])[O-], [Cl-], Cn1c(Nc2ccccc2)ncc(-c2ccc(Oc3ccnc4cc(I)sc34)c(F)c2)c1=O, [Li+], [Na+], [Na+], O=C(c1ccc(B(O)O)cc1)N1CCOCC1, C1COCCO1, c1ccc(P(c2ccccc2)(c2ccccc2)[Pd](P(c2ccccc2)(c2ccccc2)c2ccccc2)(P(c2ccccc2)(c2ccccc2)c2ccccc2)P(c2ccccc2)(c2ccccc2)c2ccccc2)cc1. Product: Cn1c(Nc2ccccc2)ncc(-c2ccc(Oc3ccnc4cc(-c5ccc(C(=O)N6CCOCC6)cc5)sc34)c(F)c2)c1=O. As a reaction SMILES: [C:59](=[O:60])([O-:61])[O-:62].[Cl-:52].[F:1][c:2]1[cH:3][c:4](-[c:19]2[c:20](=[O:33])[n:21]([CH3:32])[c:22]([NH:25][c:26]3[cH:27][cH:28][cH:29][cH:30][cH:31]3)[n:23][cH:24]2)[cH:5][cH:6][c:7]1[O:8][c:9]1[c:10]2[c:11]([n:12][cH:13][cH:14]1)[cH:15][c:16]([I:18])[s:17]2.[Li+:51].[Na+:63].[Na+:64].[O:34]1[CH2:35][CH2:36][N:37]([C:40](=[O:41])[c:42]2[cH:43][cH:44][c:45]([B:48]([OH:49])[OH:50])[cH:46][cH:47]2)[CH2:38][CH2:39]1.[O:53]1[CH2:54][CH2:55][O:56][CH2:57][CH2:58]1.[cH:65]1[cH:66][cH:67][c:68]([P:69]([Pd:70]([P:71]([c:72]2[cH:73][cH:74][cH:75][cH:76][cH:77]2)([c:78]2[cH:79][cH:80][cH:81][cH:82][cH:83]2)[c:84]2[cH:85][cH:86][cH:87][cH:88][cH:89]2)([P:90]([c:91]2[cH:92][cH:93][cH:94][cH:95][cH:96]2)([c:97]2[cH:98][cH:99][cH:100][cH:101][cH:102]2)[c:103]2[cH:104][cH:105][cH:106][cH:107][cH:108]2)[P:109]([c:110]2[cH:111][cH:112][cH:113][cH:114][cH:115]2)([c:116]2[cH:117][cH:118][cH:119][cH:120][cH:121]2)[c:122]2[cH:123][cH:124][cH:125][cH:126][cH:127]2)([c:128]2[cH:129][cH:130][cH:131][cH:132][cH:133]2)[c:134]2[cH:135][cH:136][cH:137][cH:138][cH:139]2)[cH:140][cH:141]1>>[F:1][c:2]1[cH:3][c:4](-[c:19]2[c:20](=[O:33])[n:21]([CH3:32])[c:22]([NH:25][c:26]3[cH:27][cH:28][cH:29][cH:30][cH:31]3)[n:23][cH:24]2)[cH:5][cH:6][c:7]1[O:8][c:9]1[c:10]2[c:11]([n:12][cH:13][cH:14]1)[cH:15][c:16](-[c:45]1[cH:44][cH:43][c:42]([C:40]([N:37]3[CH2:36][CH2:35][O:34][CH2:39][CH2:38]3)=[O:41])[cH:47][cH:46]1)[s:17]2. Reactants: solution, [OH-].[Na+] (sodium hydroxide), FC(C=1C=C(C=C(C1)C(F)(F)F)S(=O)(=O)N(S(=O)(=O)C1=CC(=CC(=C1)C(F)(F)F)C(F)(F)F)C1=C(OC2=C(C(=O)OC)C=CC=C2)C=C(C(=C1)Cl)Cl)(F)F (Methyl 2-[2-[N,N-bis-[3-,5-bis(trifluoromethyl)phenylsulfonyl]amino]-4,5-dichlorophenoxy]benzoate). Solvent: CO (methanol). Conditions: time 16 hour. Yields the product FC(C=1C=C(C=C(C1)C(F)(F)F)S(=O)(=O)NC1=C(OC2=C(C(=O)O)C=CC=C2)C=C(C(=C1)Cl)Cl)(F)F (2-[2-[3,5-Bis(trifluoromethyl)phenylsulfonamido]-4,5-dichlorophenoxy]benzoic acid). Reaction SMILES: [F:1][C:2]([F:54])([F:53])[C:3]1[CH:4]=[C:5]([S:13]([N:16]([C:34]2[CH:50]=[C:49]([Cl:51])[C:48]([Cl:52])=[CH:47][C:35]=2[O:36][C:37]2[CH:46]=[CH:45][CH:44]=[CH:43][C:38]=2[C:39]([O:41]C)=[O:40])S(C2C=C(C(F)(F)F)C=C(C(F)(F)F)C=2)(=O)=O)(=[O:15])=[O:14])[CH:6]=[C:7]([C:9]([F:12])([F:11])[F:10])[CH:8]=1.[OH-].[Na+]>CO>[F:54][C:2]([F:1])([F:53])[C:3]1[CH:4]=[C:5]([S:13]([NH:16][C:34]2[CH:50]=[C:49]([Cl:51])[C:48]([Cl:52])=[CH:47][C:35]=2[O:36][C:37]2[CH:46]=[CH:45][CH:44]=[CH:43][C:38]=2[C:39]([OH:41])=[O:40])(=[O:15])=[O:14])[CH:6]=[C:7]([C:9]([F:11])([F:12])[F:10])[CH:8]=1 |f:1.2|. Procedure: Methyl 2-[2-[N,N-bis-[3-,5-bis(trifluoromethyl)phenylsulfonyl]amino]-4,5-dichlorophenoxy]benzoate (0.4 g, 0.46 mmol) was dissolved in methanol (5 mL), a 1N solution of sodium hydroxide (3 mL, 3 mmol) was added and the mixture was stirred for 16 h at room temperature. The solvents were evaporated and the residue was acidified with dilute HCl, extracted with EtOAc, dried over anhydrous sodium sulfate, filtered and evaporated. The crude product was purified by flash chromatography (silica gel, ethy...